Dataset: the Open Reaction Database (ORD), a public repository of structured organic reaction records. Task: describe an organic reaction: reactants, conditions, products, and yield Starting materials: C(C)(C)(C)C1=CC=C(COC(=O)C=2C(C(=C(NC2C)C)C(=O)OC)C2=CC(=CC=C2)[N+](=O)[O-])C=C1 (2,6-dimethyl-3-methoxycarbonyl-4-(3'-nitrophenyl)-1,4-dihydropyridine-5-carboxylic acid 4-tert.-butylbenzyl ester). The solvent is C(C)O (ethanol), C(C)O (ethanol). Product: 3'-nitrobenzylideneacetoacetic acid methyl ester, C(C)(C)(C)C1=CC=C(COC(\C=C(\C)/N)=O)C=C1 (β-aminocrotonic acid 4-tert.-butylbenzyl ester). Isolated yield 78.0%. Reaction SMILES: [C:1]([C:5]1[CH:35]=[CH:34][C:8]([CH2:9][O:10][C:11]([C:13]2C(C3C=CC=C([N+]([O-])=O)C=3)C(C(OC)=O)=C(C)[NH:17][C:18]=2[CH3:19])=[O:12])=[CH:7][CH:6]=1)([CH3:4])([CH3:3])[CH3:2]>C(O)C>[C:1]([C:5]1[CH:35]=[CH:34][C:8]([CH2:9][O:10][C:11](=[O:12])/[CH:13]=[C:18](\[NH2:17])/[CH3:19])=[CH:7][CH:6]=1)([CH3:2])([CH3:3])[CH3:4]. Reported procedure: Analogously to Example 1 heating a solution of 75 mmols of 3'-nitrobenzylideneacetoacetic acid methyl ester and 75 mmols of β-aminocrotonic acid 4-tert.-butylbenzyl ester in 120 ml of ethanol gave 2,6-dimethyl-3-methoxycarbonyl-4-(3'-nitrophenyl)-1,4-dihydropyridine-5-carboxylic acid 4-tert.-butylbenzyl ester of melting point 161° C (from ethanol). The reactants are COC(C1=CN=C(C=C1)NC(C(CC1CCCC1)C1=CC=C(C=C1)NC(=O)C=1C=NC=CC1)=O)=O (6-(3-cyclopentyl-2-{4-[(pyridine-3-carbonyl)-amino]-phenyl}-propionylamino)-nicotinic acid methyl ester), [OH-].[Li+] (lithium hydroxide), O (water). The solvent is O1CCCC1 (tetrahydrofuran). Conditions: temperature 25 celsius, time 20 hour. Product: C1(CCCC1)CC(C(=O)NC1=NC=C(C(=O)O)C=C1)C1=CC=C(C=C1)[N+](=O)[O-] (6-[3-cyclopentyl-2-(4-nitro-phenyl)-propionylamino]-nicotinic acid). Isolated yield 7.5%. Reaction SMILES: C[O:2][C:3](=[O:35])[C:4]1[CH:9]=[CH:8][C:7]([NH:10][C:11](=[O:34])[CH:12]([C:19]2[CH:24]=[CH:23][C:22]([NH:25]C(C3C=NC=CC=3)=O)=[CH:21][CH:20]=2)[CH2:13][CH:14]2[CH2:18][CH2:17][CH2:16][CH2:15]2)=[N:6][CH:5]=1.[OH-:36].[Li+].[OH2:38]>O1CCCC1>[CH:14]1([CH2:13][CH:12]([C:19]2[CH:24]=[CH:23][C:22]([N+:25]([O-:38])=[O:36])=[CH:21][CH:20]=2)[C:11]([NH:10][C:7]2[CH:8]=[CH:9][C:4]([C:3]([OH:2])=[O:35])=[CH:5][N:6]=2)=[O:34])[CH2:18][CH2:17][CH2:16][CH2:15]1 |f:1.2|. Procedure details: A solution of 6-(3-cyclopentyl-2-{4-[(pyridine-3-carbonyl)-amino]-phenyl}-propionylamino)-nicotinic acid methyl ester (prepared in Example 16, 87.2 mg, 0.18 mmol) in tetrahydrofuran (8 mL) and water (2 mL) was treated with lithium hydroxide (17.0 mg, 0.41 mmol). The reaction was stirred at 25° C. for 20 h. At this time, the reaction was concentrated in vacuo. The residue was diluted with water (25 mL) and extracted with diethyl ether (1×20 mL). The aqueous layer was acidified to pH=1 with a 3N a... The reactants are O=C(O)c1ccc(C2CC2)c(OCC2CC2)n1, CC(C)C(C)(N)CO. Yields the product CC(C)C(C)(CO)NC(=O)c1ccc(C2CC2)c(OCC2CC2)n1. Reaction SMILES: [CH:1]1([c:4]2[cH:5][cH:6][c:7]([C:15](=[O:16])[OH:17])[n:8][c:9]2[O:10][CH2:11][CH:12]2[CH2:13][CH2:14]2)[CH2:2][CH2:3]1.[NH2:18][C:19]([CH2:20][OH:21])([CH:22]([CH3:23])[CH3:24])[CH3:25]>>[CH:1]1([c:4]2[cH:5][cH:6][c:7]([C:15](=[O:17])[NH:18][C:19]([CH2:20][OH:21])([CH:22]([CH3:23])[CH3:24])[CH3:25])[n:8][c:9]2[O:10][CH2:11][CH:12]2[CH2:13][CH2:14]2)[CH2:2][CH2:3]1.